Task: describe an organic reaction: reactants, conditions, products, and yield. Dataset: the Open Reaction Database (ORD), a public repository of structured organic reaction records Reactants: [N+](=O)([O-])C1=CC=C(N)C=C1 (4-nitroaniline), [N+](=[N-])=C(C(=O)OC)C(C)=O (methyl 2-diazo-3-oxobutanoate). Reagents/catalysts: CC(=O)[O-].CC(=O)[O-].CC(=O)[O-].CC(=O)[O-].[Rh+2].[Rh+2] (rhodium(II) acetate dimer). The solvent is C1(=CC=CC=C1)C (toluene). Conditions: temperature 120 celsius, time 1 hour. Product: [N+](=O)([O-])C1=CC=C(C=C1)NC(C(=O)OC)C(C)=O (methyl 2-[(4-nitrophenyl)amino]-3-oxobutanoate). The yield is 66.0%. As a reaction SMILES: [N+:1]([C:4]1[CH:10]=[CH:9][C:7]([NH2:8])=[CH:6][CH:5]=1)([O-:3])=[O:2].[N+](=[C:13]([C:18](=[O:20])[CH3:19])[C:14]([O:16][CH3:17])=[O:15])=[N-]>C1(C)C=CC=CC=1.CC([O-])=O.CC([O-])=O.CC([O-])=O.CC([O-])=O.[Rh+2].[Rh+2]>[N+:1]([C:4]1[CH:10]=[CH:9][C:7]([NH:8][CH:13]([C:18](=[O:20])[CH3:19])[C:14]([O:16][CH3:17])=[O:15])=[CH:6][CH:5]=1)([O-:3])=[O:2] |f:3.4.5.6.7.8|. Procedure: Under an argon atmosphere, to a solution of 4-nitroaniline (3.84 g) in toluene (278 mL) were added methyl 2-diazo-3-oxobutanoate (5.13 g) and rhodium(II) acetate dimer (250 mg), and the mixture was stirred at 120° C. for 1 hr. The solvent was evaporated under reduced pressure, and the residue was purified by silica gel column chromatography [eluent; hexane:ethyl acetate=9:1→hexane:ethyl acetate=7:3 (volume ratio)] to give the title compound (4.63 g, yield 98%) as a yellow solid. Starting materials: OCC=1N=C(OC1)SCCC(=C(F)F)F (4-hydroxymethyl-2-(3,4,4-trifluoro-3-butenylthio)oxazole), [H-].[Na+] (NaH), CI (methyl iodide), ice, Cl (hydrochloric acid). The yield is 52.5%. Procedure details: A solution of 2.7 g of 4-hydroxymethyl-2-(3,4,4-trifluoro-3-butenylthio)oxazole in 50 ml of tetrahydrofuran (dehydrated) was added dropwise to a suspension of 0.5 g NaH (purity about 60%) in 20 ml of tetrahydrofuran (dehydrated) at 0° C. After stirring the mixture at room temperature for 1 hour, a solution of 2.0 g of methyl iodide in 20 ml of tetrahydrofuran (dehydrated) was added at 0° C. and further stirred at room temperature for 1 hour. The reaction mixture was poured into a mixed solution ... Run at time 1 hour. The product is COCC=1N=C(OC1)SCCC(=C(F)F)F (4-methoxymethyl-2-(3,4,4-trifluoro-3-butenylthio)oxazole). As a reaction SMILES: [OH:1][CH2:2][C:3]1[N:4]=[C:5]([S:8][CH2:9][CH2:10][C:11]([F:15])=[C:12]([F:14])[F:13])[O:6][CH:7]=1.[H-].[Na+].[CH3:18]I.Cl>O1CCCC1>[CH3:18][O:1][CH2:2][C:3]1[N:4]=[C:5]([S:8][CH2:9][CH2:10][C:11]([F:15])=[C:12]([F:14])[F:13])[O:6][CH:7]=1 |f:1.2|. The solvent is O1CCCC1 (tetrahydrofuran), O1CCCC1 (tetrahydrofuran), O1CCCC1 (tetrahydrofuran). Starting materials: C1=CC=C2C(=C1)N=NN2O.O (HOBt hydrate), FC(C(=O)O)(F)F.COC([C@@H](NC([C@@H](N)C(C)C)=O)C(C)C)=O (L-valyl L-valine methyl ester trifluoroacetate), C(C)(C)N(C(C)C)CC (N,N-diisopropylethyl amine), C(C)(C)(C)OC(=O)N[C@@H](COCC=C)C(=O)O (N-tert-butoxycarbonyl O-allyl L-serine), CCN=C=NCCCN(C)C.Cl (EDC hydrochloride), COC([C@@H](NC([C@@H](N)C(C)C)=O)C(C)C)=O (L-valyl L-valine methyl ester). Solvent: CN(C)C=O (DMF), CN(C)C=O (DMF), CN(C)C=O (DMF). Run at temperature 0 celsius, time 22 hour. Yields the product COC([C@@H](NC([C@@H](NC([C@@H](NC(=O)OC(C)(C)C)COCC=C)=O)C(C)C)=O)C(C)C)=O (N-tert-butoxycarbonyl O-allyl L-seryl L-valyl L-valine methyl ester). The yield is 94.0%. Reaction SMILES: [C:1]([O:5][C:6]([NH:8][C@H:9]([C:15]([OH:17])=O)[CH2:10][O:11][CH2:12][CH:13]=[CH2:14])=[O:7])([CH3:4])([CH3:3])[CH3:2].[CH3:18][O:19][C:20](=[O:33])[C@H:21]([CH:30]([CH3:32])[CH3:31])[NH:22][C:23](=[O:29])[C@H:24]([CH:26]([CH3:28])[CH3:27])[NH2:25].FC(F)(F)C(O)=O.COC(=O)[C@H](C(C)C)NC(=O)[C@H](C(C)C)N.C(N(CC)C(C)C)(C)C.C1C=C2N=NN(O)C2=CC=1.O.CCN=C=NCCCN(C)C.Cl>CN(C=O)C>[CH3:18][O:19][C:20](=[O:33])[C@H:21]([CH:30]([CH3:32])[CH3:31])[NH:22][C:23](=[O:29])[C@H:24]([CH:26]([CH3:27])[CH3:28])[NH:25][C:15](=[O:17])[C@H:9]([CH2:10][O:11][CH2:12][CH:13]=[CH2:14])[NH:8][C:6]([O:5][C:1]([CH3:2])([CH3:3])[CH3:4])=[O:7] |f:2.3,5.6,7.8|. Reported procedure: N-tert-butoxycarbonyl O-allyl L-serine (3) (11.31 g, 46.10 mmol) was dissolved in 40 mL DMF. A solution of L-valyl L-valine methyl ester.trifluoroacetate 6 (15.87 g, 46.09 mmol) and N,N-diisopropylethyl amine (5.96 g, 46.1 mmol) in 60 mL DMF was added in one portion and the solution cooled to 0° C. (icebath). HOBt hydrate (7.06 g, 46.1 mmol) was added. Finally, EDC hydrochloride (9.72 g, 50.7 mmol) was added together with 30 mL DMF. The reaction mixture was stirred for 22 hours before the solven... Starting materials: [OH-].[Na+] (sodium hydroxide), CN1C2CNCC1CCC2 (9-methyl-3,9-diazabicyclo[3.3.1]nonane), IC=1N=NC(=CC1)I (3,6-diiodopyridazine), C(C)(C)N(CC)C(C)C (diisopropylethylamine). The solvent is O1CCOCC1 (dioxane). Run at temperature 75 celsius, time 4 day. The product is IC1=CC=C(N=N1)C1CC2CCCC(C1)N2C (3-(6-Iodo-pyridazin-3-yl)-9-methyl-9-aza-bicyclo[3.3.1]nonane). Reaction SMILES: [CH3:1][N:2]1[CH:7]2[CH2:8][CH2:9][CH2:10][CH:3]1[CH2:4]N[CH2:6]2.[I:11][C:12]1[N:13]=[N:14][C:15](I)=[CH:16][CH:17]=1.[CH:19](N(C(C)C)CC)(C)C.[OH-].[Na+]>O1CCOCC1>[I:11][C:12]1[N:13]=[N:14][C:15]([CH:9]2[CH2:8][CH:7]3[N:2]([CH3:1])[CH:3]([CH2:4][CH2:19][CH2:6]3)[CH2:10]2)=[CH:16][CH:17]=1 |f:3.4|. Procedure details: A mixture of 9-methyl-3,9-diazabicyclo[3.3.1]nonane (4.0 g, 28.5 mmol), 3,6-diiodopyridazine (9.5 g, 28.5 mmol), diisopropylethylamine (7.4 g, 57.0 mmol) and dioxane (50 ml) was stirred at 75° C. for 4 days. Aqueous sodium hydroxide (75 ml, 1 M) was added, dioxane was evaporated and the mixture was extracted twice with dichloromethane (2×75 ml). Chromatography on silica gel with dichloromethane, 10% methanol and 1% aqueous ammonia as solvent gave the title compound. Yield 4.61 g (47%). Mp. 163-1... Reactants: CCCCCCCCOC(=O)Nc1ccc(S(=O)(=O)NC(CC(=O)OCc2ccccc2)CN(C)C)cc1, CI. Product: CCCCCCCCOC(=O)Nc1ccc(S(=O)(=O)NC(CC(=O)OCc2ccccc2)C[N+](C)(C)C)cc1, [I-]. RXN SMILES: [CH3:1][N:2]([CH2:3][CH:4]([CH2:5][C:6](=[O:7])[O:8][CH2:9][c:10]1[cH:11][cH:12][cH:13][cH:14][cH:15]1)[NH:16][S:17](=[O:18])(=[O:19])[c:20]1[cH:21][cH:22][c:23]([NH:26][C:27](=[O:28])[O:29][CH2:30][CH2:31][CH2:32][CH2:33][CH2:34][CH2:35][CH2:36][CH3:37])[cH:24][cH:25]1)[CH3:38].[CH3:39][I:40]>>[CH3:1][N+:2]([CH2:3][CH:4]([CH2:5][C:6](=[O:7])[O:8][CH2:9][c:10]1[cH:11][cH:12][cH:13][cH:14][cH:15]1)[NH:16][S:17](=[O:18])(=[O:19])[c:20]1[cH:21][cH:22][c:23]([NH:26][C:27](=[O:28])[O:29][CH2:30][CH2:31][CH2:32][CH2:33][CH2:34][CH2:35][CH2:36][CH3:37])[cH:24][cH:25]1)([CH3:38])[CH3:39].[I-:40]. The reactants are [N+](=O)(O)[O-] (nitric acid), N1N=NC2=C1C=CC=C2 (benzotriazole), ice, O (water). Solvent: S(O)(O)(=O)=O (sulfuric acid), S(O)(O)(=O)=O (sulfuric acid). Conditions: time 8 hour. Yields the product [N+](=O)([O-])C1=CC=CC=2NN=NC21 (4-Nitro 1H-benzotriazole). Reaction SMILES: [N+:1]([O-:4])(O)=[O:2].[NH:5]1[C:9]2[CH:10]=[CH:11][CH:12]=[CH:13][C:8]=2[N:7]=[N:6]1.O>S(=O)(=O)(O)O>[N+:1]([C:13]1[C:8]2[N:7]=[N:6][NH:5][C:9]=2[CH:10]=[CH:11][CH:12]=1)([O-:4])=[O:2]. Procedure details: To a cooled solution (20° C.) of 1,060 milliliters of 20% fuming sulfuric acid and 265 milliliters of 90% nitric acid is added in a dropwise fashion a solution of 537 grams of benzotriazole in 1000 milliliters of concentrated sulfuric acid. The temperature is not allowed to exceed 50° C. At the end of the addition, the reaction mixture is allowed to stand at room temperature overnight. The reaction mixture is then poured over 9 liters of ice and water and a heavy yellow precipitate forms. The so... Reactants: BrC=1N(C(=C(N1)Br)Br)COCC[Si](C)(C)C (2,4,5-tribromo-1-((2-(trimethylsilyl)ethoxy)methyl)-1H-imidazole), N1CCNCC1 (piperazine). The product is BrC=1N=C(N(C1Br)COCC[Si](C)(C)C)N1CCNCC1 (1-(4,5-dibromo-1-((2-(trimethylsilyl)ethoxy)methyl)-1H-imidazol-2-yl)piperazine). The yield is 28.2%. Reaction SMILES: Br[C:2]1[N:3]([CH2:9][O:10][CH2:11][CH2:12][Si:13]([CH3:16])([CH3:15])[CH3:14])[C:4]([Br:8])=[C:5]([Br:7])[N:6]=1.[NH:17]1[CH2:22][CH2:21][NH:20][CH2:19][CH2:18]1>>[Br:7][C:5]1[N:6]=[C:2]([N:17]2[CH2:22][CH2:21][NH:20][CH2:19][CH2:18]2)[N:3]([CH2:9][O:10][CH2:11][CH2:12][Si:13]([CH3:16])([CH3:15])[CH3:14])[C:4]=1[Br:8]. Reported procedure: A mixture of 2,4,5-tribromo-1-((2-(trimethylsilyl)ethoxy)methyl)-1H-imidazole (653 mg, 1.5 mmol) and piperazine (1.03 g, 12.0 mmol) under Ar was irradiated at 130° C. for 15 min in a microwave reactor. The reaction mixture was partitioned between DCM and water (100 mL, 1/1). The layers were separated and the aqueous layer was extracted with DCM (2×50 mL). The combined organic layers were dried (Na2SO4), filtered and concentrated in vacuo. The resulting was purified by flash chromatography (SiO2,... The reactants are B, Cc1ccc(Br)cc1C(=O)O, C1CCOC1, CO, Cl. The product is Cc1ccc(Br)cc1CO. Reaction SMILES: [BH3:1].[Br:2][c:3]1[cH:4][cH:5][c:6]([CH3:12])[c:7]([C:8](=[O:9])[OH:10])[cH:11]1.[CH2:16]1[O:17][CH2:18][CH2:19][CH2:20]1.[CH3:13][OH:14].[ClH:15]>>[Br:2][c:3]1[cH:4][cH:5][c:6]([CH3:12])[c:7]([CH2:8][OH:9])[cH:11]1. Reactants: c1(ccccc1)CC[Zn]Br, [C-]#[N+]C(C)(C)C, c1c(ccc(n1)C(C)(C)C)Br. Reagents/catalysts: c1ccc(cc1)-c2c3ccccc3cc4ccccc24 (9-Phenylanthracene), CC(C)(C)[O-].[Na+] (NaOtBu), c1(c(c(ccc1OC)OC)P(C1CCCCC1)C1CCCCC1)c1c(cc(cc1C(C)C)C(C)C)C(C)C.c1(ccccc1c1ccccc1N)[Pd+].[O-]S(C)(=O)=O (3G OMs BrettPhos). Solvent: C1COCCO1 (Dioxane). Conditions: temperature 100 celsius, time 18 hour. The product is CC(C)(C)c1ccc(cn1)C(=O)CCc2ccccc2. RXN SMILES: [CH3:1][C:2]([c:5]1[n:10][cH:9][c:8](Br)[cH:7][cH:6]1)([CH3:4])[CH3:3].Br[Zn][CH2:11][CH2:12][c:13]1[cH:18][cH:17][cH:16][cH:15][cH:14]1.C[C:19]([N+]#[C-])(C)C>>[CH3:1][C:2]([c:5]1[n:10][cH:9][c:8]([C:19]([CH2:11][CH2:12][c:13]2[cH:18][cH:17][cH:16][cH:15][cH:14]2)=O)[cH:7][cH:6]1)([CH3:4])[CH3:3]. The reactants are CC(=O)Cc1ccccc1Cl, ClCCl, O=[Cr](=O)([O-])Cl, c1cc[nH+]cc1. Yields the product CC(=O)C(=O)c1ccccc1Cl. RXN SMILES: [Cl:1][c:2]1[c:3]([CH2:8][C:9]([CH3:10])=[O:11])[cH:4][cH:5][cH:6][cH:7]1.[Cl:23][CH2:24][Cl:25].[O:12]=[Cr:13]([Cl:14])([O-:15])=[O:16].[nH+:17]1[cH:18][cH:19][cH:20][cH:21][cH:22]1>>[Cl:1][c:2]1[c:3]([C:8]([C:9]([CH3:10])=[O:11])=[O:12])[cH:4][cH:5][cH:6][cH:7]1.